describe an organic reaction: reactants, conditions, products, and yield From a dataset of the Open Reaction Database (ORD), a public repository of structured organic reaction records. The reactants are C1(=CC=CC=C1)N1CCN(CC1)CC1=CC=C(C=C1)N (1-phenyl-4-[(4-aminophenyl)methyl]piperazine), ClC1=CC=NC2=CC(=CC=C12)C(F)(F)F (4-chloro-7-(trifluoromethyl)quinoline). Yields the product C1(=CC=CC=C1)N1CCN(CC1)CC1=CC=C(C=C1)NC1=CC=NC2=CC(=CC=C12)C(F)(F)F (4-[[4-[[4-phenyl-1-piperazinyl]methyl]phenyl]amino]-7-(trifluoromethyl)quinoline). Reaction SMILES: [C:1]1([N:7]2[CH2:12][CH2:11][N:10]([CH2:13][C:14]3[CH:19]=[CH:18][C:17]([NH2:20])=[CH:16][CH:15]=3)[CH2:9][CH2:8]2)[CH:6]=[CH:5][CH:4]=[CH:3][CH:2]=1.Cl[C:22]1[C:31]2[C:26](=[CH:27][C:28]([C:32]([F:35])([F:34])[F:33])=[CH:29][CH:30]=2)[N:25]=[CH:24][CH:23]=1>>[C:1]1([N:7]2[CH2:8][CH2:9][N:10]([CH2:13][C:14]3[CH:15]=[CH:16][C:17]([NH:20][C:22]4[C:31]5[C:26](=[CH:27][C:28]([C:32]([F:35])([F:33])[F:34])=[CH:29][CH:30]=5)[N:25]=[CH:24][CH:23]=4)=[CH:18][CH:19]=3)[CH2:11][CH2:12]2)[CH:6]=[CH:5][CH:4]=[CH:3][CH:2]=1. Procedure details: In the manner given in Example 1C, 1-phenyl-4-[(4-aminophenyl)methyl]piperazine and 4-chloro-7-(trifluoromethyl)quinoline are reacted together at reflux to give 4-[[4-[[4-phenyl-1-piperazinyl]methyl]phenyl]amino]-7-(trifluoromethyl)quinoline. Starting materials: C[Si](C)(C)Oc2ccc1ccccc1c2 (substrate), C[Zn](C)(C)([Li])([Li])c1ccccc1 (effective_coupling_partner). The reagents and catalysts are SIMes. Run at temperature 25 celsius, time 12 hour. Product: c3ccc(c2ccc1ccccc1c2)cc3.